This data is from the Open Reaction Database (ORD), a public repository of structured organic reaction records. The task is: describe an organic reaction: reactants, conditions, products, and yield Reactants: Br.[NH+]1=CC=CC=C1 (pyridinium hydrobromide), COC1=CC(=C(C=C1)C1CCNCC1)SC (4-[4-methoxy-2-methylthiophenyl]piperidine), [OH-].[K+] (KOH). Solvent: O (H2O), CCO (EtOH). Reaction conditions: temperature 225 celsius, time 0.5 hour. The product is OC1=CC(=C(C=C1)C1CCNCC1)SC (4-[4-hydroxy-2-methylthiophenyl]piperidine). The yield is 104.6%. Reaction SMILES: Br.[NH+]1C=CC=CC=1.C[O:9][C:10]1[CH:15]=[CH:14][C:13]([CH:16]2[CH2:21][CH2:20][NH:19][CH2:18][CH2:17]2)=[C:12]([S:22][CH3:23])[CH:11]=1.[OH-].[K+]>O.CCO>[OH:9][C:10]1[CH:15]=[CH:14][C:13]([CH:16]2[CH2:17][CH2:18][NH:19][CH2:20][CH2:21]2)=[C:12]([S:22][CH3:23])[CH:11]=1 |f:0.1,3.4|. Procedure: A mixture of pyridinium hydrobromide (20.76 g) and 4-[4-methoxy-2-methylthiophenyl]piperidine (6.16 g) was heated at 225° C. for 18 h. The reaction mixture was cooled, dissolved in 200 mL H2O, adjusted to pH 7 with 1N KOH, and extracted with hexane (4×50 mL). The aqueous layer was concentrated under reduced pressure to give an oil which was dissolved in 200 mL EtOH and stirred for 0.5 h. The precipitate was filtered and washed with EtOH (2×40 mL). The filtrate and all washes were combined and co... Reactants: COC(=O)C=1C=C2C=CN(C2=CC1)S(=O)(=O)C1=CC=CC=C1 (1-Benzenesulfonyl-1H-indole-5-carboxylic acid methyl ester), O (water), [Cl-].[NH4+] (ammonium chloride). Reagents/catalysts: [Fe] (iron). Run in C(Cl)Cl (CH2Cl2). The product is C1(=CC=CC=C1)S(=O)(=O)N1C=CC2=CC(=CC=C12)N (1-Benzenesulfonyl-1H-indol-5-ylamine). Yield: 82.2%. RXN SMILES: COC([C:5]1[CH:6]=[C:7]2[C:11](=[CH:12][CH:13]=1)[N:10]([S:14]([C:17]1[CH:22]=[CH:21][CH:20]=[CH:19][CH:18]=1)(=[O:16])=[O:15])[CH:9]=[CH:8]2)=O.O.[Cl-].[NH4+:25]>C(Cl)Cl.[Fe]>[C:17]1([S:14]([N:10]2[C:11]3[C:7](=[CH:6][C:5]([NH2:25])=[CH:13][CH:12]=3)[CH:8]=[CH:9]2)(=[O:16])=[O:15])[CH:22]=[CH:21][CH:20]=[CH:19][CH:18]=1 |f:2.3|. Procedure: To the suspension of 2 (1.16 g, 3.84 mmol) in WA (38 mL) and water (9 mL), iron (0.64 g, 11.51 mmol) and ammonium chloride (0.41 g, 7.67 mmol) were added and refluxed overnight. After the reaction was filtrated with celite, the solvent was concentrated under reduced pressure to give a brown residue, which was dissolved in CH2Cl2 and quenched with water, followed by extracted with CH2Cl2 (20 mL×3). The combined organic layer was dried over anhydrous MgSO4 and concentrated under reduced pressure t... The reactants are NC1=C(NC2=CC(=CC=C12)Cl)C(C1=CC(=CC=C1)C(=O)N)=O (3-amino-2-(3-aminocarbonylbenzoyl)-6-chloroindole), C(C)(=O)Cl (acetyl chloride). The solvent is C(C)(=O)OCC.CCCCCC (ethyl acetate hexane). Yields the product C(C)(=O)NC1=C(NC2=CC(=CC=C12)Cl)C(C1=CC(=CC=C1)C(=O)N)=O (3-Acetylamino-2-(3-aminocarbonylbenzoyl)-6-chloroindole). Reaction SMILES: [NH2:1][C:2]1[C:10]2[C:5](=[CH:6][C:7]([Cl:11])=[CH:8][CH:9]=2)[NH:4][C:3]=1[C:12](=[O:22])[C:13]1[CH:18]=[CH:17][CH:16]=[C:15]([C:19]([NH2:21])=[O:20])[CH:14]=1.[C:23](Cl)(=[O:25])[CH3:24]>C(OCC)(=O)C.CCCCCC>[C:23]([NH:1][C:2]1[C:10]2[C:5](=[CH:6][C:7]([Cl:11])=[CH:8][CH:9]=2)[NH:4][C:3]=1[C:12](=[O:22])[C:13]1[CH:18]=[CH:17][CH:16]=[C:15]([C:19]([NH2:21])=[O:20])[CH:14]=1)(=[O:25])[CH3:24] |f:2.3|. Reported procedure: The title compound was prepared according to the procedure described in Example 19 employing 3-amino-2-(3-aminocarbonylbenzoyl)-6-chloroindole (Example 128) and acetyl chloride. m.p.: 243-247° C. (ethyl acetate/hexane) Run in C([O-])(O)=O.[Na+] (sodium bicarbonate). The product is C(C)(=O)OCC=1CS[C@H]2N(C1C(=O)O)C([C@@]2(OC)NC(C(C=2SC=CC2)=NO)=O)=O ((6R,7S)-3-Acetoxymethyl-7-[2-hydroxyimino-2-(thien-2-yl)-acetamido]-7-methoxyceph-3-em-4-carboxylic Acid). Reaction conditions: time 10 minute. RXN SMILES: [C:1]([O:4][CH2:5][C:6]1[CH2:7][S:8][C@@H:9]2[C:16]([O:47][CH3:48])([NH:17][C:18](=[O:46])[C:19](=[N:25][O:26]C(C3C=CC=CC=3)(C3C=CC=CC=3)C3C=CC=CC=3)[C:20]3[S:21][CH:22]=[CH:23][CH:24]=3)[C:15](=[O:49])[N:10]2[C:11]=1[C:12]([O-:14])=[O:13])(=[O:3])[CH3:2].C1(OC)C=CC=CC=1>C(=O)(O)[O-].[Na+]>[C:1]([O:4][CH2:5][C:6]1[CH2:7][S:8][C@@H:9]2[C@@:16]([NH:17][C:18](=[O:46])[C:19](=[N:25][OH:26])[C:20]3[S:21][CH:22]=[CH:23][CH:24]=3)([O:47][CH3:48])[C:15](=[O:49])[N:10]2[C:11]=1[C:12]([OH:14])=[O:13])(=[O:3])[CH3:2] |f:2.3|. Procedure details: t-Butyl (6R,7R and S [ca 1:8])-3-acetoxymethyl-7-methoxy-7[2-triphenylmethoxyimino-2-(thien-2-yl)-acetamido]-ceph-3-em-4-carboxylate (1.172 g, 1.56 mmole) was stirred with anisole (1.5 ml) and trifluoroaracetic acid (5 ml) for 1 hour at +20°. The solution was added dropwise to vigorously stirred saturated aqueous sodium bicarbonate solution (400 ml); the mixture was stirred for 10 minutes and then washed with ethyl acetate (3×80 ml). The aqueous layer was covered with ethyl acetate (80 ml) and a... Starting materials: C(C)(=O)OCC=1CS[C@H]2N(C1C(=O)[O-])C(C2(NC(C(C=2SC=CC2)=NOC(C2=CC=CC=C2)(C2=CC=CC=C2)C2=CC=CC=C2)=O)OC)=O (3-acetoxymethyl-7-methoxy-7[2-triphenylmethoxyimino-2-(thien-2-yl)-acetamido]-ceph-3-em-4-carboxylate), C1(=CC=CC=C1)OC (anisole), acid. Starting materials: C(C)OC1=CC(=CC=C1)C(C)(C)OC (1-ethoxy-3-(1-methoxy-1-methyl-ethyl)-benzene), IN1C(CCC1=O)=O (N-iodosuccinimide), FC(C(=O)O)(F)F (trifluoroacetic acid). The solvent is C(C)#N (acetonitrile). Conditions: time 8 hour. Product: C(C)OC1=C(C=CC(=C1)C(C)(C)OC)I (2-ethoxy-1-iodo-4-(1-methoxy-1-methyl-ethyl)-benzene). The yield is 110.6%. As a reaction SMILES: [CH2:1]([O:3][C:4]1[CH:9]=[CH:8][CH:7]=[C:6]([C:10]([O:13][CH3:14])([CH3:12])[CH3:11])[CH:5]=1)[CH3:2].[I:15]N1C(=O)CCC1=O.FC(F)(F)C(O)=O>C(#N)C>[CH2:1]([O:3][C:4]1[CH:5]=[C:6]([C:10]([O:13][CH3:14])([CH3:11])[CH3:12])[CH:7]=[CH:8][C:9]=1[I:15])[CH3:2]. Reported procedure: To a solution of 1-ethoxy-3-(1-methoxy-1-methyl-ethyl)-benzene (5.15 g, 26.51 mmol) in acetonitrile (60 mL) were added N-iodosuccinimide (8.349 g, 37.11 mmol) and trifluoroacetic acid (1.02 mL, 13.26 mmol). The mixture was stirred at room temperature overnight. It was then concentrated in vacuo and the residue was taken in ethyl acetate. After washing with saturated solution of sodium bicarbonate, water and brine, the organic layer was dried over anhydrous sodium sulfate. The solids were filtere... Reactants: CN1CC(CC1)NC(=O)OC(C)(C)C (N-methyl-3-t-butoxycarbonylaminopyrrolidine), Cl.O1CCOCC1 (HCl dioxane). Reaction conditions: time 45 minute. The product is Cl.Cl.CN1CC(CC1)N (N-methyl-3-aminopyrrolidine dihydrochloride salt). As a reaction SMILES: [CH3:1][N:2]1[CH2:6][CH2:5][CH:4]([NH:7]C(OC(C)(C)C)=O)[CH2:3]1.[ClH:15].O1CCOCC1>>[ClH:15].[ClH:15].[CH3:1][N:2]1[CH2:6][CH2:5][CH:4]([NH2:7])[CH2:3]1 |f:1.2,3.4.5|. Reported procedure: The prepared N-methyl-3-t-butoxycarbonylaminopyrrolidine (1.8 g, 8.9 mmoles) is dissolved in HCl/dioxane (4N, 44 mL, 256 mmoles) and allowed to stir at RT for 45 min. The dioxane is removed by concentration and N-methyl-3-aminopyrrolidine dihydrochloride salt is dried under high vacuum (1.7 g).